Dataset: the Open Reaction Database (ORD), a public repository of structured organic reaction records. Task: describe an organic reaction: reactants, conditions, products, and yield The reactants are C(C)OC=1C=C(C=CC1OC)NC1=C(C(C(=O)O)=CC=C1)C(=O)O (3-(3-ethoxy-4-methoxyphenylamino)phthalic acid), Cl.NC1C(=O)NC(CC1)=O (rac-α-aminoglutarimide hydrochloride). Solvent: N1=CC=CC=C1 (pyridine). The product is O=C1NC(CCC1N1C(C2=CC=CC(=C2C1=O)NC1=CC(=C(C=C1)OC)OCC)=O)=O (2-(2,6-Dioxopiperidin-3-yl)-4-(3-ethoxy-4-methoxyphenylamino)-isoindole-1,3-dione). Isolated yield 67.0%. RXN SMILES: [CH2:1]([O:3][C:4]1[CH:5]=[C:6]([NH:12][C:13]2[CH:21]=[CH:20][CH:19]=[C:15]([C:16]([OH:18])=O)[C:14]=2[C:22]([OH:24])=O)[CH:7]=[CH:8][C:9]=1[O:10][CH3:11])[CH3:2].Cl.[NH2:26][CH:27]1[CH2:33][CH2:32][C:31](=[O:34])[NH:30][C:28]1=[O:29]>N1C=CC=CC=1>[O:29]=[C:28]1[CH:27]([N:26]2[C:22](=[O:24])[C:14]3[C:15](=[CH:19][CH:20]=[CH:21][C:13]=3[NH:12][C:6]3[CH:7]=[CH:8][C:9]([O:10][CH3:11])=[C:4]([O:3][CH2:1][CH3:2])[CH:5]=3)[C:16]2=[O:18])[CH2:33][CH2:32][C:31](=[O:34])[NH:30]1 |f:1.2|. Reported procedure: A mixture of 3-(3-ethoxy-4-methoxyphenylamino)phthalic acid (0.85 g, 2.6 mmol) and rac-α-aminoglutarimide hydrochloride (0.43 g, 2.6 mmol) in pyridine (10 mL) was heated to reflux for 16 hours. The mixture was cooled and evaporated under vacuum. The residue was dissolved in ethyl acetate (150 mL), washed with dilute aqueous HCl (2×100 mL) and water (2×100 mL), and evaporated. The residue was chromatographed in 95:5 methylene chloride-methanol, eluting 0.72 g of the product, in 67% yield: mp 162-... Reactants: C(=O)(C(F)(F)F)O (TFA), BrC=1C(=C2C(=NC1)N(N=C2)CC2=CC=C(C=C2)OC)N2CCN(CC2)C(=O)OC(C)(C)C (tert-butyl 4-(5-bromo-1-(4-methoxybenzyl)-1H-pyrazolo[3,4-b]pyridin-4-yl)piperazine-1-carboxylate), C(Cl)Cl (DCM), C(=O)(C(F)(F)F)O (TFA). Conditions: time 1 hour. Yields the product Cl.Cl.BrC=1C(=C2C(=NC1)NN=C2)N2CCNCC2 (5-bromo-4-(piperazin-1-yl)-1H-pyrazolo[3,4-b]pyridine dihydrochloride). The yield is 70.0%. RXN SMILES: C(O)(C(F)(F)F)=O.[Br:8][C:9]1[C:10]([N:27]2[CH2:32][CH2:31][N:30](C(OC(C)(C)C)=O)[CH2:29][CH2:28]2)=[C:11]2[CH:17]=[N:16][N:15](CC3C=CC(OC)=CC=3)[C:12]2=[N:13][CH:14]=1.C(Cl)[Cl:41]>>[ClH:41].[ClH:41].[Br:8][C:9]1[C:10]([N:27]2[CH2:28][CH2:29][NH:30][CH2:31][CH2:32]2)=[C:11]2[CH:17]=[N:16][NH:15][C:12]2=[N:13][CH:14]=1 |f:3.4.5|. Procedure: TFA (0.5 mL) was added to a solution of tert-butyl 4-(5-bromo-1-(4-methoxybenzyl)-1H-pyrazolo[3,4-b]pyridin-4-yl)piperazine-1-carboxylate (0.10 g, 0.20 mmol, see Example 1) in DCM (2 mL) and stirred at room temperature for 1 hour. The reaction mixture was then concentrated to dryness. The resulting residue was dissolved in TFA (3.067 mL, 39.81 mmol) and heated at 60° C. for 3 hours. The reaction was concentrated to dryness. The resulting residue was dissolved in DCM (0.5 mL), and HCl in ether (2... The reactants are NC=1SC=C(N1)C[C@H](N)C(=O)O (3-(2-Amino-4-thiazolyl)-L alanine), CO (methanol), CO (methanol), Cl (hydrogen chloride). Reaction conditions: temperature 5 celsius, time 1 hour. Yields the product Cl.Cl.COC([C@@H](N)CC=1N=C(SC1)N)=O (3-(2-amino-4-thiazolyl)-L-alanine methyl ester dihydrochloride). RXN SMILES: [NH2:1][C:2]1[S:3][CH:4]=[C:5]([CH2:7][C@@H:8]([C:10]([OH:12])=[O:11])[NH2:9])[N:6]=1.[ClH:13].[CH3:14]O>>[ClH:13].[ClH:13].[CH3:14][O:11][C:10](=[O:12])[C@H:8]([CH2:7][C:5]1[N:6]=[C:2]([NH2:1])[S:3][CH:4]=1)[NH2:9] |f:3.4.5|. Procedure details: 3-(2-Amino-4-thiazolyl)-L alanine containing methanol, 26.3 kg (76 mol) and 72 L of methanol are charged into a reactor and stirred at 5° C., followed by 16.9 kg of anhydrous hydrogen chloride gas and stirred at 25° C. for 5 hours. The solution is heated to reflux and then cooled to 5° C. and held for 1 hour. The product is filtered and dried under vacuum at 50° C. to give 17.7 kg of 3-(2-amino-4-thiazolyl)-L-alanine methyl ester dihydrochloride as an off-white solid, 99% pure by HPLC; IR (miner... Reactants: N(=[N+]=[N-])CCC1=CC=C(C=C1)N1N=C(C=C1C1=CC=CC=C1)C(F)(F)F (1-[4-(2-azidoethyl)phenyl]-5-phenyl-3-(trifluoromethyl)-1H-pyrazole). Solvent: CC#N (CH3CN). The product is C1(=CC=CC=C1)C1=CC(=NN1C1=CC=C(C=C1)CCN)C(F)(F)F (2-{4-[5-phenyl-3-(trifluoromethyl)-1H-pyrazol-1-yl]phenyl}ethanamine). RXN SMILES: [N:1]([CH2:4][CH2:5][C:6]1[CH:11]=[CH:10][C:9]([N:12]2[C:16]([C:17]3[CH:22]=[CH:21][CH:20]=[CH:19][CH:18]=3)=[CH:15][C:14]([C:23]([F:26])([F:25])[F:24])=[N:13]2)=[CH:8][CH:7]=1)=[N+]=[N-]>CC#N>[C:17]1([C:16]2[N:12]([C:9]3[CH:10]=[CH:11][C:6]([CH2:5][CH2:4][NH2:1])=[CH:7][CH:8]=3)[N:13]=[C:14]([C:23]([F:25])([F:26])[F:24])[CH:15]=2)[CH:18]=[CH:19][CH:20]=[CH:21][CH:22]=1. Procedure details: The title compound was prepared according to the procedure described in step 3 of Example 14 from 1-[4-(2-azidoethyl)phenyl]-5-phenyl-3-(trifluoromethyl)-1H-pyrazole (step 2): MS (ESI) m/z 332 [M+H]+, 373 [M+H+CH3CN]+. The reactants are ClC1=CC2=C(N=C(N2)S)C=C1 (5-chloro-2-mercaptobenzimidazole), [OH-].[Na+] (sodium hydroxide), C(CCCCCCC)Br (octyl bromide). Run in CO (methanol). Run at time 72 hour. Product: ClC1=CC2=C(NC(=N2)SCCCCCCCC)C=C1 (5-Chloro-2-octylthio-1H-1,3-benzimidazole). Isolated yield 75.1%. Reaction SMILES: [Cl:1][C:2]1[CH:11]=[CH:10][C:5]2[N:6]=[C:7]([SH:9])[NH:8][C:4]=2[CH:3]=1.[OH-].[Na+].[CH2:14](Br)[CH2:15][CH2:16][CH2:17][CH2:18][CH2:19][CH2:20][CH3:21]>CO>[Cl:1][C:2]1[CH:11]=[CH:10][C:5]2[NH:6][C:7]([S:9][CH2:14][CH2:15][CH2:16][CH2:17][CH2:18][CH2:19][CH2:20][CH3:21])=[N:8][C:4]=2[CH:3]=1 |f:1.2|. Procedure details: To a solution of 5-chloro-2-mercaptobenzimidazole (1.84 c, 10 mmol) (Varima, R. S., J. Indian Chem. Soc. 62, 73 (1985)) in methanol (10 mL) and 2N sodium hydroxide (13 mmol) was added octyl bromide (2.17 g, 10 mmol). The solution was stirred at ambient temperature for 72 hours, evaporated, dissolved in CH2Cl2, washed with brine and dried over Na2SO4. Evaporation of the solvent and flash chromatography (Merck Kieselgel, 5% Et2O/CH2Cl2) gave a residue which solidified on standing. A pentane wash g... Reactants: Clc1ccc2c(c1)OCc1ccccc1C2=CBr, O=C([O-])[O-], CC1(C)OB(c2ccc3[nH]c(=O)[nH]c3c2)OC1(C)C, [Na+], [Na+], C1COCCO1, c1ccc(P(c2ccccc2)(c2ccccc2)[Pd](P(c2ccccc2)(c2ccccc2)c2ccccc2)(P(c2ccccc2)(c2ccccc2)c2ccccc2)P(c2ccccc2)(c2ccccc2)c2ccccc2)cc1. The product is O=c1[nH]c2ccc(C=C3c4ccccc4COc4cc(Cl)ccc43)cc2[nH]1. Reaction SMILES: [Br:1][CH:2]=[C:3]1[c:4]2[c:5]([cH:14][c:15]([Cl:18])[cH:16][cH:17]2)[O:6][CH2:7][c:8]2[c:9]1[cH:10][cH:11][cH:12][cH:13]2.[C:38](=[O:39])([O-:40])[O-:41].[CH3:19][C:20]1([CH3:21])[C:22]([CH3:23])([CH3:24])[O:25][B:26]([c:27]2[cH:28][c:29]3[c:30]([nH:31][c:32](=[O:34])[nH:33]3)[cH:35][cH:36]2)[O:37]1.[Na+:42].[Na+:43].[O:121]1[CH2:122][CH2:123][O:124][CH2:125][CH2:126]1.[cH:44]1[cH:45][cH:46][c:47]([P:48]([Pd:49]([P:50]([c:51]2[cH:52][cH:53][cH:54][cH:55][cH:56]2)([c:57]2[cH:58][cH:59][cH:60][cH:61][cH:62]2)[c:63]2[cH:64][cH:65][cH:66][cH:67][cH:68]2)([P:69]([c:70]2[cH:71][cH:72][cH:73][cH:74][cH:75]2)([c:76]2[cH:77][cH:78][cH:79][cH:80][cH:81]2)[c:82]2[cH:83][cH:84][cH:85][cH:86][cH:87]2)[P:88]([c:89]2[cH:90][cH:91][cH:92][cH:93][cH:94]2)([c:95]2[cH:96][cH:97][cH:98][cH:99][cH:100]2)[c:101]2[cH:102][cH:103][cH:104][cH:105][cH:106]2)([c:107]2[cH:108][cH:109][cH:110][cH:111][cH:112]2)[c:113]2[cH:114][cH:115][cH:116][cH:117][cH:118]2)[cH:119][cH:120]1>>[CH:2](=[C:3]1[c:4]2[c:5]([cH:14][c:15]([Cl:18])[cH:16][cH:17]2)[O:6][CH2:7][c:8]2[c:9]1[cH:10][cH:11][cH:12][cH:13]2)[c:27]1[cH:28][c:29]2[c:30]([nH:31][c:32](=[O:34])[nH:33]2)[cH:35][cH:36]1. Starting materials: C(#N)C1=CC=C(OCCN(C(=O)N)CCO)C=C1 (N-[2-(4-Cyanophenoxy)ethyl]-N-(2-hydroxyethyl)urea), C(CCC)[Li] (n-butyllithium), C1(=CC=C(C=C1)S(=O)(=O)Cl)C (p-toluenesulfonyl chloride). The solvent is C1CCOC1 (THF), C1CCOC1 (THF). Run at temperature -78 celsius, time 1 hour. Product: C(#N)C1=CC=C(OCCN(C(=O)N)CCOS(=O)(=O)C2=CC=C(C=C2)C)C=C1 (Toluene-4-sulfonic acid 2-{1-[2-(4-cyanophenoxy)ethyl]ureido}ethyl ester). As a reaction SMILES: [C:1]([C:3]1[CH:18]=[CH:17][C:6]([O:7][CH2:8][CH2:9][N:10]([CH2:14][CH2:15][OH:16])[C:11]([NH2:13])=[O:12])=[CH:5][CH:4]=1)#[N:2].C([Li])CCC.[C:24]1([CH3:34])[CH:29]=[CH:28][C:27]([S:30](Cl)(=[O:32])=[O:31])=[CH:26][CH:25]=1>C1COCC1>[C:1]([C:3]1[CH:4]=[CH:5][C:6]([O:7][CH2:8][CH2:9][N:10]([CH2:14][CH2:15][O:16][S:30]([C:27]2[CH:28]=[CH:29][C:24]([CH3:34])=[CH:25][CH:26]=2)(=[O:32])=[O:31])[C:11]([NH2:13])=[O:12])=[CH:17][CH:18]=1)#[N:2]. Reported procedure: To a solution of intermediate 1-[2-(4-cyanophenoxy)ethyl]-1-(2-hydroxy-ethyl)urea (4.7 g, 0.0188 mol; see step (i) above) in dry THF (150 mL) was added n-butyllithium (18.89 mL, 1.1 M) at −78° C. The reaction mixture was stirred at −78° C. for 1 h, after which a solution of freshly crystallised p-toluenesulfonyl chloride (4.3 g, 0.023 mol) in THF (50 mL) was added dropwise. The reaction mixture was then stirred at −78° C. for a further 30 min, before being warmed to −30° C., and stirred for 2 h ...